Task: describe an organic reaction: reactants, conditions, products, and yield. Dataset: the Open Reaction Database (ORD), a public repository of structured organic reaction records The reactants are CC(=O)Nc1cc(F)c(Oc2ccnc3c2c(Br)cn3S(=O)(=O)c2ccc(C)cc2)c(F)c1, Cc1ccccc1, CCOC(C)=O, OB(O)C1CC1, C1CCC(P(C2CCCCC2)C2CCCCC2)CC1, [K+], [K+], [K+], CC(=O)[O-], CC(=O)[O-], O, O=P([O-])([O-])[O-], [Pd+2]. Product: CC(=O)Nc1cc(F)c(Oc2ccnc3c2c(C2CC2)cn3S(=O)(=O)c2ccc(C)cc2)c(F)c1. As a reaction SMILES: [Br:1][c:2]1[cH:3][n:4]([S:24](=[O:25])(=[O:26])[c:27]2[cH:28][cH:29][c:30]([CH3:33])[cH:31][cH:32]2)[c:5]2[n:6][cH:7][cH:8][c:9]([O:11][c:12]3[c:13]([F:23])[cH:14][c:15]([NH:19][C:20]([CH3:21])=[O:22])[cH:16][c:17]3[F:18])[c:10]12.[CH3:67][c:68]1[cH:69][cH:70][cH:71][cH:72][cH:73]1.[CH3:84][CH2:85][O:86][C:87](=[O:88])[CH3:89].[CH:34]1([B:37]([OH:38])[OH:39])[CH2:35][CH2:36]1.[CH:40]1([P:41]([CH:42]2[CH2:43][CH2:44][CH2:45][CH2:46][CH2:47]2)[CH:48]2[CH2:49][CH2:50][CH2:51][CH2:52][CH2:53]2)[CH2:54][CH2:55][CH2:56][CH2:57][CH2:58]1.[K+:64].[K+:65].[K+:66].[O-:76][C:77]([CH3:78])=[O:79].[O-:80][C:81]([CH3:82])=[O:83].[OH2:74].[P:59]([O-:60])([O-:61])([O-:62])=[O:63].[Pd+2:75]>>[c:2]1([CH:34]2[CH2:35][CH2:36]2)[cH:3][n:4]([S:24](=[O:25])(=[O:26])[c:27]2[cH:28][cH:29][c:30]([CH3:33])[cH:31][cH:32]2)[c:5]2[n:6][cH:7][cH:8][c:9]([O:11][c:12]3[c:13]([F:23])[cH:14][c:15]([NH:19][C:20]([CH3:21])=[O:22])[cH:16][c:17]3[F:18])[c:10]12. The reactants are C1(CC1)C(=O)NC=1SC2=C(N1)C=CC(=C2)OS(=O)(=O)C2=CC=C(C=C2)F (4-fluorobenzenesulfonic acid 2-(cyclopropanecarbonylamino)-benzothiazol-6-yl ester), C(C)(C)N(CCN)C(C)C (N,N-diisopropyl-ethane-1,2-diamine). Solvent: CN1CCCC1=O (NMP). Yields the product C1(CC1)C(=O)NC=1SC2=C(N1)C=CC(=C2)OS(=O)(=O)C2=CC=C(C=C2)NCCN(C(C)C)C(C)C (4-(2-diisopropylaminoethylamino)benzenesulfonic 2-(cyclopropanecarbonylamino)benzothiazol-6-yl ester). Reaction SMILES: [CH:1]1([C:4]([NH:6][C:7]2[S:8][C:9]3[CH:15]=[C:14]([O:16][S:17]([C:20]4[CH:25]=[CH:24][C:23](F)=[CH:22][CH:21]=4)(=[O:19])=[O:18])[CH:13]=[CH:12][C:10]=3[N:11]=2)=[O:5])[CH2:3][CH2:2]1.[CH:27]([N:30]([CH:34]([CH3:36])[CH3:35])[CH2:31][CH2:32][NH2:33])([CH3:29])[CH3:28]>CN1C(=O)CCC1>[CH:1]1([C:4]([NH:6][C:7]2[S:8][C:9]3[CH:15]=[C:14]([O:16][S:17]([C:20]4[CH:25]=[CH:24][C:23]([NH:33][CH2:32][CH2:31][N:30]([CH:34]([CH3:36])[CH3:35])[CH:27]([CH3:29])[CH3:28])=[CH:22][CH:21]=4)(=[O:19])=[O:18])[CH:13]=[CH:12][C:10]=3[N:11]=2)=[O:5])[CH2:3][CH2:2]1. Procedure: A solution of 4-fluorobenzenesulfonic 2-(cyclopropanecarbonylamino)benzo-thiazol-6-yl ester (example 7) (100 mg, 255 μmol) and N,N-diisopropyl-ethane-1,2-diamine (147 mg, 1.02 mmol) in 2 ml of NMP is heated at 110° C. by microwave for 10 minutes. The crude reaction product is purified by preparative LC/MS (basic medium (pH 9)) to give after freeze-drying 66 mg of 4-(2-hydroxy-2-methylpropylamino)benzenesulfonic 2-(cyclopropanecarbonyl-amino)benzothiazol-6-yl ester (beige-colored solid). Starting materials: COS(=O)(=O)OC, CN(C)C=O, COc1cc(OC)nc(C(C#N)c2cccc(Cl)c2)n1, [H-], [Na+]. Yields the product COc1cc(OC)nc(C(C)(C#N)c2cccc(Cl)c2)n1. RXN SMILES: [CH3:23][O:24][S:25]([O:26][CH3:27])(=[O:28])=[O:29].[CH3:30][N:31]([CH3:32])[CH:33]=[O:34].[Cl:3][c:4]1[cH:5][c:6]([CH:10]([C:11]#[N:12])[c:13]2[n:14][c:15]([O:21][CH3:22])[cH:16][c:17]([O:19][CH3:20])[n:18]2)[cH:7][cH:8][cH:9]1.[H-:1].[Na+:2]>>[Cl:3][c:4]1[cH:5][c:6]([C:10]([C:11]#[N:12])([c:13]2[n:14][c:15]([O:21][CH3:22])[cH:16][c:17]([O:19][CH3:20])[n:18]2)[CH3:23])[cH:7][cH:8][cH:9]1. The reactants are C(C)C1=C(C=C(C(C(=O)O)=C1)O)C (5-ethyl-4-methylsalicylic acid), C(C)(=O)OC(C)=O (acetic anhydride), C(C)(=O)O (acetic acid). Solvent: O (water). Reaction conditions: time 8 hour. Product: C(C)(=O)OC1=C(C(=O)O)C=C(C(=C1)C)CC (2-acetoxy-5-ethyl-4-methylbenzoic acid). As a reaction SMILES: [CH2:1]([C:3]1[CH:11]=[C:7]([C:8]([OH:10])=[O:9])[C:6]([OH:12])=[CH:5][C:4]=1[CH3:13])[CH3:2].[C:14](OC(=O)C)(=[O:16])[CH3:15].C(O)(=O)C>O>[C:14]([O:12][C:6]1[CH:5]=[C:4]([CH3:13])[C:3]([CH2:1][CH3:2])=[CH:11][C:7]=1[C:8]([OH:10])=[O:9])(=[O:16])[CH3:15]. Procedure details: A mixture of 5-ethyl-4-methylsalicylic acid (15.00 g), acetic anhydride (80 ml) and acetic acid (80 ml) was heated under reflux for 1.5 hours, poured into water (1 l) and allowed to stand overnight. The solid formed was filtered off and recrystallised from benzene to give 2-acetoxy-5-ethyl-4-methylbenzoic acid, m.p. 132°-134° C. (Found; C, 64.71; H, 6.46; C12H14O4 requires; C, 64.85; H, 6.35). Reactants: COc1c(C#N)cc(C(=O)N2CS(=O)(=O)c3ccccc32)cc1C(C)(C)C, CN(C)C=O, [Cl-], Cl, [Li+]. Product: CC(C)(C)c1cc(C(=O)N2CS(=O)(=O)c3ccccc32)cc(C#N)c1O. As a reaction SMILES: [C:1]([CH3:2])([CH3:3])([CH3:4])[c:5]1[cH:6][c:7]([C:8](=[O:9])[N:10]2[CH2:11][S:12](=[O:19])(=[O:20])[c:13]3[c:14]2[cH:15][cH:16][cH:17][cH:18]3)[cH:21][c:22]([C:26]#[N:27])[c:23]1[O:24][CH3:25].[CH3:31][N:32]([CH3:33])[CH:34]=[O:35].[Cl-:29].[ClH:30].[Li+:28]>>[C:1]([CH3:2])([CH3:3])([CH3:4])[c:5]1[cH:6][c:7]([C:8](=[O:9])[N:10]2[CH2:11][S:12](=[O:19])(=[O:20])[c:13]3[c:14]2[cH:15][cH:16][cH:17][cH:18]3)[cH:21][c:22]([C:26]#[N:27])[c:23]1[OH:24]. Reactants: C(#N)[BH3-].[Na+] (sodium cyanoborohydride), C1(=C(C=CC=C1)C1OC2=CC=C(C=C2CC1)O[C@@H]1CC[C@H](CC1)N)C (trans-4-(2-o-tolyl-chroman-6-yloxy)-cyclohexylamine), O1CC(CC1)C=O (tetrahydrofuran-3-carboxaldehyde). Run in C(O)([O-])=O.[Na+] (sodium hydrogencarbonate), CO (methanol), C(C)(=O)O (acetic acid), CO (methanol). Conditions: time 16 hour. Product: O1CC(CC1)CN[C@@H]1CC[C@H](CC1)OC=1C=C2CCC(OC2=CC1)C1=C(C=CC=C1)C ((tetrahydrofuran-3-ylmethyl)-[trans-4-(2-o-tolyl-chroman-6-yloxy)-cyclohexyl]-amine), O1CC(CC1)CN([C@@H]1CC[C@H](CC1)OC=1C=C2CCC(OC2=CC1)C1=C(C=CC=C1)C)CC1COCC1 (bis-(tetrahydrofuran-3-ylmethyl)-[trans-4-(2-o-tolyl-chroman-6-yloxy)-cyclohexyl]-amine). RXN SMILES: [C:1]1([CH3:25])[CH:6]=[CH:5][CH:4]=[CH:3][C:2]=1[CH:7]1[CH2:16][CH2:15][C:14]2[C:9](=[CH:10][CH:11]=[C:12]([O:17][C@H:18]3[CH2:23][CH2:22][C@H:21]([NH2:24])[CH2:20][CH2:19]3)[CH:13]=2)[O:8]1.[O:26]1[CH2:30][CH2:29][CH:28]([CH:31]=O)[CH2:27]1.[C:33]([BH3-])#[N:34].[Na+]>CO.C(O)(=O)C.C(=O)([O-])O.[Na+]>[O:26]1[CH2:30][CH2:29][CH:28]([CH2:31][NH:24][C@H:21]2[CH2:20][CH2:19][C@H:18]([O:17][C:12]3[CH:13]=[C:14]4[C:9](=[CH:10][CH:11]=3)[O:8][CH:7]([C:2]3[CH:3]=[CH:4][CH:5]=[CH:6][C:1]=3[CH3:25])[CH2:16][CH2:15]4)[CH2:23][CH2:22]2)[CH2:27]1.[O:26]1[CH2:30][CH2:29][CH:28]([CH2:31][N:34]([CH2:33][CH:28]2[CH2:29][CH2:30][O:26][CH2:27]2)[C@H:21]2[CH2:22][CH2:23][C@H:18]([O:17][C:12]3[CH:13]=[C:14]4[C:9](=[CH:10][CH:11]=3)[O:8][CH:7]([C:2]3[CH:3]=[CH:4][CH:5]=[CH:6][C:1]=3[CH3:25])[CH2:16][CH2:15]4)[CH2:19][CH2:20]2)[CH2:27]1 |f:2.3,6.7|. Procedure details: To a solution of 61 mg trans-4-(2-o-tolyl-chroman-6-yloxy)-cyclohexylamine (0.18 mmol) in 3 ml methanol and 0.2 ml of acetic acid at room temperature 39 mg tetrahydrofuran-3-carboxaldehyde (0.20 mmol) in 3 ml of methanol were added, and 12 mg of sodium cyanoborohydride (0.89 mmol (0.20 mmol) were then added in one portion. Stirring at room temperature was continued for 16 h. The solution was diluted with aqueous saturated sodium hydrogencarbonate solution and the aqueous layer extracted with dic... Reactants: CCN=C=NCCCN(C)C, CN, CCO, CN(C)C=O, CCOC(C)=O, ClCCl, O=C(O)c1ccccc1Oc1ccccc1. Yields the product CNC(=O)c1ccccc1Oc1ccccc1. RXN SMILES: [CH3:1][N:2]([CH3:3])[CH2:4][CH2:5][CH2:6][N:7]=[C:8]=[N:9][CH2:10][CH3:11].[CH3:28][NH2:29].[CH3:30][CH2:31][OH:32].[CH3:36][N:37]([CH3:38])[CH:39]=[O:40].[CH3:41][CH2:42][O:43][C:44](=[O:45])[CH3:46].[Cl:33][CH2:34][Cl:35].[O:12]([c:13]1[cH:14][cH:15][cH:16][cH:17][cH:18]1)[c:19]1[c:20]([C:21](=[O:22])[OH:23])[cH:24][cH:25][cH:26][cH:27]1>>[CH3:1][NH:2][C:21]([c:20]1[c:19]([O:12][c:13]2[cH:14][cH:15][cH:16][cH:17][cH:18]2)[cH:27][cH:26][cH:25][cH:24]1)=[O:22].